This data is from the Open Reaction Database (ORD), a public repository of structured organic reaction records. The task is: describe an organic reaction: reactants, conditions, products, and yield The reactants are O=C1N=C(SC2=C1C=CC=C2)C2=CC=CC(=N2)CS(=O)(=O)[O-] (6-(4-oxo-4H-1,3-benzothiazin-2-yl)-2-pyridylmethanesulfonate), C(C)(=O)OCC (ethyl acetate), SC1=NC=CC=C1 (2-mercaptopyridine), [H-].[Na+] (sodium hydride). Run in CN(C)C=O (DMF), O (water). Run at time 18 hour. Yields the product N1=C(C=CC=C1)SCC1=CC=CC(=N1)C=1SC2=C(C(N1)=O)C=CC=C2 (2-{6-[(2-Pyridylthio)methyl]-2-pyridyl}-4H-1,3-benzothiazine-4-one). The yield is 86.4%. As a reaction SMILES: [SH:1][C:2]1[CH:7]=[CH:6][CH:5]=[CH:4][N:3]=1.[H-].[Na+].[O:10]=[C:11]1[C:16]2[CH:17]=[CH:18][CH:19]=[CH:20][C:15]=2[S:14][C:13]([C:21]2[N:26]=[C:25]([CH2:27]S([O-])(=O)=O)[CH:24]=[CH:23][CH:22]=2)=[N:12]1.C(OCC)(=O)C>CN(C=O)C.O>[N:3]1[CH:4]=[CH:5][CH:6]=[CH:7][C:2]=1[S:1][CH2:27][C:25]1[N:26]=[C:21]([C:13]2[S:14][C:15]3[CH:20]=[CH:19][CH:18]=[CH:17][C:16]=3[C:11](=[O:10])[N:12]=2)[CH:22]=[CH:23][CH:24]=1 |f:1.2|. Procedure details: 2-mercaptopyridine (0.21 g, 1.89 mmol) and sodium hydride (60% in oil, 0.083 g, 2.06 mmol) were dissolved in DMF (30 ml), and 6-(4-oxo-4H-1,3-benzothiazin-2-yl)-2-pyridylmethanesulfonate (0.60 g, 1.72 mmol) was added thereto. The reaction mixture was stirred at room temperature for 18 hrs and combined with ethyl acetate and water. The organic layer was washed with saturated brine and dried over anhydrous magnesium sulfate. The solvent was evaporated, and the residue was recrystallized from ethan...